This data is from the Open Reaction Database (ORD), a public repository of structured organic reaction records. The task is: describe an organic reaction: reactants, conditions, products, and yield The reactants are C([O-])([O-])=O.[K+].[K+] (potassium carbonate), C(C)OC(=O)C1=CNC=C1C(F)(F)F (3-ethoxycarbonyl-4-trifluoromethyl-1H-pyrrole), ClC1=CC=NC2=CC=CC=C12 (4-chloroquinoline), O (water). Solvent: CS(=O)C (dimethyl sulphoxide). Conditions: temperature 110 celsius, time 18 hour. The product is C(C)OC(=O)C1=CN(C=C1C(F)(F)F)C1=CC=NC2=CC=CC=C12 (3-ethoxycarbonyl-4-trifluoromethyl-1-(quinolin-4-yl)-1H-pyrrole). Yield: 88.5%. As a reaction SMILES: C(=O)([O-])[O-].[K+].[K+].[CH2:7]([O:9][C:10]([C:12]1[C:16]([C:17]([F:20])([F:19])[F:18])=[CH:15][NH:14][CH:13]=1)=[O:11])[CH3:8].Cl[C:22]1[C:31]2[C:26](=[CH:27][CH:28]=[CH:29][CH:30]=2)[N:25]=[CH:24][CH:23]=1.O>CS(C)=O>[CH2:7]([O:9][C:10]([C:12]1[C:16]([C:17]([F:20])([F:18])[F:19])=[CH:15][N:14]([C:22]2[C:31]3[C:26](=[CH:27][CH:28]=[CH:29][CH:30]=3)[N:25]=[CH:24][CH:23]=2)[CH:13]=1)=[O:11])[CH3:8] |f:0.1.2|. Procedure details: 1.73 g (12.5 mmol) of potassium carbonate are added to 1.036 g (5 mmol) of 3-ethoxycarbonyl-4-trifluoromethyl-1H-pyrrole and 0.82 g (5 mmol) of 4-chloroquinoline dissolved in 10 mL of dimethyl sulphoxide at a temperature in the region of 20° C. under an argon atmosphere. After stirring for 18 hours at a temperature in the region of 110° C., the reaction mixture is poured into 30 mL of water and then left to crystallize for 1 hour at 20° C. After the solid residue has been filtered off and air-dr... Starting materials: C1CCOC1 (THF), [Br-].FCCC[P+](C1=CC=CC=C1)(C1=CC=CC=C1)C1=CC=CC=C1 ((3-fluoropropyl)triphenylphosphonium bromide), C1CCOC1 (THF), C(#N)C1=CC=C(C=C1)CC[C@@H]1CC[C@H](CC1)[C@@H]1CC[C@H](CC1)C=O (trans-4-(trans-4-(2-(4-cyanophenyl)ethyl)cyclohexyl)cyclohexanecarbaldehyde), CC(C)(C)[O-].[K+] (t-BuOK). Solvent: C(C)(=O)OCC (ethyl acetate). Reaction conditions: temperature -20 celsius, time 1 hour. Yields the product FCCC=C[C@@H]1CC[C@H](CC1)[C@@H]1CC[C@H](CC1)CCC1=CC=C(C#N)C=C1 (4-(2-(trans-4-(trans-4-(4-fluorobutenyl)cyclohexyl)cyclohexyl)ethyl)benzonitrile). Isolated yield 90.4%. As a reaction SMILES: [Br-].[F:2][CH2:3][CH2:4][CH2:5][P+](C1C=CC=CC=1)(C1C=CC=CC=1)C1C=CC=CC=1.C1COCC1.CC([O-])(C)C.[K+].[C:36]([C:38]1[CH:43]=[CH:42][C:41]([CH2:44][CH2:45][C@H:46]2[CH2:51][CH2:50][C@H:49]([C@H:52]3[CH2:57][CH2:56][C@H:55]([CH:58]=O)[CH2:54][CH2:53]3)[CH2:48][CH2:47]2)=[CH:40][CH:39]=1)#[N:37]>C(OCC)(=O)C>[F:2][CH2:3][CH2:4][CH:5]=[CH:58][C@H:55]1[CH2:56][CH2:57][C@H:52]([C@H:49]2[CH2:50][CH2:51][C@H:46]([CH2:45][CH2:44][C:41]3[CH:42]=[CH:43][C:38]([C:36]#[N:37])=[CH:39][CH:40]=3)[CH2:47][CH2:48]2)[CH2:53][CH2:54]1 |f:0.1,3.4|. Procedure details: A mixture of (3-fluoropropyl)triphenylphosphonium bromide (15.1 g, 37.4 millimols) with THF (70 ml) was cooled down to -20° C., followed by adding t-BuOK (4.2 g, 37.4 millimols) to the mixture, stirring for one hour, dropwise adding to the mixture, a THF (100 ml) solution of trans-4-(trans-4-(2-(4-cyanophenyl)ethyl)cyclohexyl)cyclohexanecarbaldehyde (11.0 g, 34.0 millimols) so as to keep the temperature at -20° C. or lower, stirring the mixture at the same temperature for 2 hours, and treating t... Starting materials: C(C)(=O)C1=CC(=C(C=C1)N1CCN(CC1)C(=O)C=1C=C(C=CC1Cl)S(=O)(=O)N)F (3-[4-(4-Acetyl-2-fluoro-phenyl)-piperazine-1-carbonyl]-4-chloro-benzenesulfonamide), N1CCOCC1 (morpholine). As a reaction SMILES: [C:1]([C:4]1[CH:9]=[CH:8][C:7]([N:10]2[CH2:15][CH2:14][N:13]([C:16]([C:18]3[CH:19]=[C:20]([S:25]([NH2:28])(=[O:27])=[O:26])[CH:21]=[CH:22][C:23]=3Cl)=[O:17])[CH2:12][CH2:11]2)=[C:6]([F:29])[CH:5]=1)(=[O:3])[CH3:2].[NH:30]1[CH2:35][CH2:34][O:33][CH2:32][CH2:31]1>>[C:1]([C:4]1[CH:9]=[CH:8][C:7]([N:10]2[CH2:15][CH2:14][N:13]([C:16]([C:18]3[CH:19]=[C:20]([S:25]([NH2:28])(=[O:27])=[O:26])[CH:21]=[CH:22][C:23]=3[N:30]3[CH2:35][CH2:34][O:33][CH2:32][CH2:31]3)=[O:17])[CH2:12][CH2:11]2)=[C:6]([F:29])[CH:5]=1)(=[O:3])[CH3:2]. Yields the product C(C)(=O)C1=CC(=C(C=C1)N1CCN(CC1)C(=O)C=1C=C(C=CC1N1CCOCC1)S(=O)(=O)N)F (3-[4-(4-Acetyl-2-fluoro-phenyl)-piperazine-1-carbonyl]-4-morpholin-4-yl-benzenesulfonamide). Procedure details: The title compound was prepared according to the procedure described for example 1 from 3-[4-(4-Acetyl-2-fluoro-phenyl)-piperazine-1-carbonyl]-4-chloro-benzenesulfonamide and morpholine (39%, yellow solid), MS (m/e): 489.4 (M−H, 100%) RXN SMILES: [CH3:76][C:77](=[O:78])[CH3:79].[CH:39]([CH3:40])([CH3:41])[NH:42][c:43]1[cH:44][c:45]([O:49][c:50]2[cH:51][cH:52][c:53]3[n:54][c:55]([CH2:56][O:57][c:58]4[cH:59][cH:60][c:61]([CH2:62][CH:63]5[S:64][C:65](=[O:66])[NH:67][C:68]5=[O:69])[cH:70][cH:71]4)[n:72]([CH3:73])[c:74]3[cH:75]2)[cH:46][cH:47][cH:48]1.[ClH:1].[ClH:2].[ClH:37].[ClH:38].[NH2:3][c:4]1[cH:5][cH:6][c:7]([O:8][c:9]2[cH:10][cH:11][c:12]3[c:13]([n:14]([CH3:33])[c:15]([CH2:17][O:18][c:19]4[cH:20][cH:21][c:22]([CH2:23][CH:24]5[C:25](=[O:30])[NH:26][C:27](=[O:29])[S:28]5)[cH:31][cH:32]4)[n:16]3)[cH:34]2)[cH:35][cH:36]1>>[NH:3]([c:4]1[cH:5][cH:6][c:7]([O:8][c:9]2[cH:10][cH:11][c:12]3[c:13]([n:14]([CH3:33])[c:15]([CH2:17][O:18][c:19]4[cH:20][cH:21][c:22]([CH2:23][CH:24]5[C:25](=[O:30])[NH:26][C:27](=[O:29])[S:28]5)[cH:31][cH:32]4)[n:16]3)[cH:34]2)[cH:35][cH:36]1)[CH:39]([CH3:40])[CH3:41]. Yields the product CC(C)Nc1ccc(Oc2ccc3nc(COc4ccc(CC5SC(=O)NC5=O)cc4)n(C)c3c2)cc1. Starting materials: CC(C)=O, CC(C)Nc1cccc(Oc2ccc3nc(COc4ccc(CC5SC(=O)NC5=O)cc4)n(C)c3c2)c1, Cl, Cl, Cl, Cl, Cn1c(COc2ccc(CC3SC(=O)NC3=O)cc2)nc2ccc(Oc3ccc(N)cc3)cc21. Starting materials: [Cl-].[NH4+] (ammonium chloride), C(CCCCC)C1=CNC2=CC=CC=C12 (3-hexyl-1H-Indole), [OH-].[K+] (KOH), IC (Iodomethane). Run in C(C)(=O)OCC (ethyl acetate), CS(=O)C (DMSO). Run at time 30 minute. Yields the product C(CCCCC)C1=CN(C2=CC=CC=C12)C (3-Hexyl-1-methyl-1H-indole). Reaction SMILES: [CH2:1]([C:7]1[C:15]2[C:10](=[CH:11][CH:12]=[CH:13][CH:14]=2)[NH:9][CH:8]=1)[CH2:2][CH2:3][CH2:4][CH2:5][CH3:6].[OH-].[K+].I[CH3:19].[Cl-].[NH4+]>CS(C)=O.C(OCC)(=O)C>[CH2:1]([C:7]1[C:15]2[C:10](=[CH:11][CH:12]=[CH:13][CH:14]=2)[N:9]([CH3:19])[CH:8]=1)[CH2:2][CH2:3][CH2:4][CH2:5][CH3:6] |f:1.2,4.5|. Procedure details: To a solution of 3-hexyl-1H-Indole in DMSO was added KOH at RT and was stirred for 30 minutes. Iodomethane was added to the above mixture and stirred for 3 hours. The reaction was treated with saturated ammonium chloride and ethyl acetate. The product was purified by column chromatography. Reactants: O (water), Cl (hydrochloric acid), OC(C(C(=O)OC)C1CCN(CC1)C(=O)OC(C)(C)C)C=1SC=CC1NC(C(C)(C)C)=O (Tert-butyl 4-(1-hydroxy-3-methoxy-3-oxo-1-(3-pivalamidothiophen-2-yl)propan-2-yl)piperidine-1-carboxylate). The solvent is CO (MeOH). Yields the product N1CCC(CC1)C1=CC2=C(NC1=O)C=CS2 (6-(piperidin-4-yl)thieno[3,2-b]pyridin-5(4H)-one). Yield: 97.0%. Reaction SMILES: O[CH:2]([C:21]1[S:22][CH:23]=[CH:24][C:25]=1[NH:26][C:27](=[O:32])C(C)(C)C)[CH:3]([CH:8]1[CH2:13][CH2:12][N:11](C(OC(C)(C)C)=O)[CH2:10][CH2:9]1)C(OC)=O.O.Cl>CO>[NH:11]1[CH2:10][CH2:9][CH:8]([C:3]2[C:27](=[O:32])[NH:26][C:25]3[CH:24]=[CH:23][S:22][C:21]=3[CH:2]=2)[CH2:13][CH2:12]1. Procedure: Tert-butyl 4-(1-hydroxy-3-methoxy-3-oxo-1-(3-pivalamidothiophen-2-yl)propan-2-yl)piperidine-1-carboxylate (10 g, 21.34 mmol) was dissolved in MeOH (20 mL), water (20.00 ml), hydrochloric acid (concentrated, 20 ml, 244 mmol), the resulting red pink solution was heated, the color changed to dark tan, and the mixture was refluxed in a oil bath under N2 over night, conversion was completed as determined by LC/MS. Most of the solvent was removed on rotary vacuo, the resulting gum type residue was tri... Reactants: CCO, C=Cc1ncn2ccsc12, [H][H], O. Yields the product CCc1ncn2ccsc12. Reaction SMILES: [CH3:13][CH2:14][OH:15].[CH:1](=[CH2:2])[c:3]1[n:4][cH:5][n:6]2[c:7]1[s:8][cH:9][cH:10]2.[H:11][H:12].[OH2:16]>>[CH2:1]([CH3:2])[c:3]1[n:4][cH:5][n:6]2[c:7]1[s:8][cH:9][cH:10]2.